From a dataset of the Open Reaction Database (ORD), a public repository of structured organic reaction records. describe an organic reaction: reactants, conditions, products, and yield Starting materials: ClC=1C=C2C=CC(=NC2=CC1)NC1=CC=C(C=C1)O (4-[N-(6-chloro-2-quinolinyl)amino]phenol), BrC(C(=O)OC)C (methyl 2-bromopropionate), N1=CC=CC2=CC=CC=C12 (quinoline). Yields the product ClC=1C=C2C=CC(=NC2=CC1)NC1=CC=C(OC(C(=O)OC)C)C=C1 (Methyl 2-{4-[N-(6-chloro-2-quinolinyl)amino]-phenoxy}propionate). As a reaction SMILES: [Cl:1][C:2]1[CH:3]=[C:4]2[C:9](=[CH:10][CH:11]=1)[N:8]=[C:7]([NH:12][C:13]1[CH:18]=[CH:17][C:16]([OH:19])=[CH:15][CH:14]=1)[CH:6]=[CH:5]2.Br[CH:21]([CH3:26])[C:22]([O:24][CH3:25])=[O:23].N1C2C(=CC=CC=2)C=CC=1>>[Cl:1][C:2]1[CH:3]=[C:4]2[C:9](=[CH:10][CH:11]=1)[N:8]=[C:7]([NH:12][C:13]1[CH:18]=[CH:17][C:16]([O:19][CH:21]([CH3:26])[C:22]([O:24][CH3:25])=[O:23])=[CH:15][CH:14]=1)[CH:6]=[CH:5]2. Reported procedure: Methyl 2-{4-[N-(6-chloro-2-quinolinyl)amino]-phenoxy}propionate was prepared from 4-[N-(6-chloro-2-quinolinyl)amino]phenol and methyl 2-bromopropionate essentially as described in Example 19, Part b). It was isolated as a sticky brown syrup. Proton magnetic resonance spectrum (CDCl3 ; δ in ppm): 7.9-6.7 (10H, m, NH, quinoline and phenoxy protons); 4.8 (1H, q, --CHCH3); 3.8 (3H, s, OCH3); 1.6 (3H, t, CH--CH3). Reactants: OBO, Brc1ccnc(C2CC2)n1. Yields the product OB(O)c1ccnc(C2CC2)n1. As a reaction SMILES: [BH:11]([OH:12])[OH:13].[Br:1][c:2]1[n:3][c:4]([CH:8]2[CH2:9][CH2:10]2)[n:5][cH:6][cH:7]1>>[c:2]1([B:11]([OH:12])[OH:13])[n:3][c:4]([CH:8]2[CH2:9][CH2:10]2)[n:5][cH:6][cH:7]1. Conditions: temperature 75 celsius, time 30 minute. Reactants: S(=O)(=O)([O-])OOS(=O)(=O)[O-].[NH4+].[NH4+] (ammonium persulfate), [Na] (sodium), C1CO1.C(C(=C)C)(=O)O (methacrylic acid ethylene oxide), polylactic acid, C=CC1=CC=CC=C1 (styrene), C(C(=C)C)(=O)O (methacrylic acid), C(C=C)(=O)OCCCC (butyl acrylate), S(=O)(=O)([O-])OOS(=O)(=O)[O-].[NH4+].[NH4+] (ammonium persulfate). Solvent: O (water). Yields the product C(=CC1=CC=CC=C1)CC(C(=O)[O-])=C.C(C=C)(=O)OCCCC.[Na] (styrene-methacrylate butyl acrylate sodium), C1CO1.C(C(=C)C)(=O)O (methacrylic acid ethylene oxide), Liquid 1. Procedure details: Into a reaction vessel equipped with a stirring rod and a thermometer, 683 parts by mass of water, 11 parts by mass of sodium salt of methacrylic acid ethylene oxide adduct sulfate ester (ELEMINOL RS-30, manufactured by Sanyo Chemical Industries, Ltd.), 10 parts by mass of polylactic acid, 60 parts by mass of styrene, 100 parts by mass of methacrylic acid, 70 parts by mass of butyl acrylate, and 1 part by mass of ammonium persulfate were charged and then stirred at 3,800 rpm for 30 minutes, to t... As a reaction SMILES: [Na:1].[CH2:2]1[O:4][CH2:3]1.[C:5]([OH:10])(=[O:9])[C:6]([CH3:8])=[CH2:7].[CH2:11]=[CH:12][C:13]1[CH:18]=[CH:17][CH:16]=[CH:15][CH:14]=1.[C:19]([OH:24])(=[O:23])[C:20]([CH3:22])=[CH2:21].[C:25]([O:29][CH2:30][CH2:31][CH2:32][CH3:33])(=[O:28])[CH:26]=[CH2:27].S(OOS([O-])(=O)=O)([O-])(=O)=O.[NH4+].[NH4+]>O>[CH:11]([CH2:7][C:6](=[CH2:8])[C:5]([O-:10])=[O:9])=[CH:12][C:13]1[CH:18]=[CH:17][CH:16]=[CH:15][CH:14]=1.[C:25]([O:29][CH2:30][CH2:31][CH2:32][CH3:33])(=[O:28])[CH:26]=[CH2:27].[Na:1].[CH2:3]1[O:4][CH2:2]1.[C:19]([OH:24])(=[O:23])[C:20]([CH3:22])=[CH2:21] |f:1.2,6.7.8,10.11.12,13.14,^1:0,69|. The reactants are CSc1nc(O)cc(-c2cccc(C(F)(F)F)c2)n1, O=P(Cl)(Cl)Cl. Yields the product CSc1nc(Cl)cc(-c2cccc(C(F)(F)F)c2)n1. As a reaction SMILES: [CH3:1][S:2][c:3]1[n:4][c:5](-[c:10]2[cH:11][c:12]([C:16]([F:17])([F:18])[F:19])[cH:13][cH:14][cH:15]2)[cH:6][c:7]([OH:9])[n:8]1.[P:20]([Cl:21])([Cl:22])([Cl:23])=[O:24]>>[CH3:1][S:2][c:3]1[n:4][c:5](-[c:10]2[cH:11][c:12]([C:16]([F:17])([F:18])[F:19])[cH:13][cH:14][cH:15]2)[cH:6][c:7]([Cl:22])[n:8]1. Reactants: C (charcoal), FC1=C(C(=O)C2=CC=NC=C2C(=O)O)C=C(C=C1)F (4-(2,5-difluorobenzoyl)nicotinic acid), C1CCOC1 (THF), FC1=C(C(=O)C2=C(C(=O)O)C=CN=C2)C=C(C=C1)F (3-(2,5-difluorobenzoyl)isonicotinic acid), Example 3. Solvent: OS(=O)(=O)O.O=S(=O)=O (oleum), OS(=O)(=O)O.O=S(=O)=O (oleum). Yields the product FC1=CC=C(C2=C1C(C=1C=CN=CC1C2=O)=O)F (6,9-difluorobenzo[g]isoquinoline-5,10-dione). As a reaction SMILES: [F:1][C:2]1[CH:18]=[CH:17][C:16]([F:19])=[CH:15][C:3]=1[C:4]([C:6]1[C:11]([C:12]([OH:14])=O)=[CH:10][N:9]=[CH:8][CH:7]=1)=[O:5].FC1C=CC(F)=CC=1C(C1C=NC=CC=1C(O)=O)=O.C1COCC1.C>OS(O)(=O)=O.O=S(=O)=O>[F:1][C:2]1[C:3]2[C:4](=[O:5])[C:6]3[CH:7]=[CH:8][N:9]=[CH:10][C:11]=3[C:12](=[O:14])[C:15]=2[C:16]([F:19])=[CH:17][CH:18]=1 |f:4.5|. Reported procedure: A solution of the mixture of 4-(2,5-difluorobenzoyl)nicotinic acid and 3-(2,5-difluorobenzoyl)isonicotinic acid of Preparative Example 3 (61.07 g) in 20% oleum (100 mL) is heated at 140° C. while 20% oleum is added in four portions (13.2 mL each) at 20 min-intervals. After the fourth addition the mixture is heated for 20 min, then it is cooled to room temperature and quenched with a mixture of ice (1,500 g), water (1,500 mL) and 35% NaOH (350 mL). The mixture is extracted four times with methyle... Product: NC1=NC(=C(C2=C1N=C(N2CCCNC(N(C2=CC=CC=C2)C)=O)C)C)C (N′-[3-(4-amino-2,6,7-trimethyl-1H-imidazo[4,5-c]pyridin-1-yl)propyl]-N-methyl-N-phenylurea). As a reaction SMILES: [CH3:1][N:2]([C:6]1[CH:11]=[CH:10][CH:9]=[CH:8][CH:7]=1)[C:3](Cl)=[O:4].[NH2:12][CH2:13][CH2:14][CH2:15][N:16]1[C:24]2[C:23]([CH3:25])=[C:22]([CH3:26])[N:21]=[C:20]([NH2:27])[C:19]=2[N:18]=[C:17]1[CH3:28]>>[NH2:27][C:20]1[C:19]2[N:18]=[C:17]([CH3:28])[N:16]([CH2:15][CH2:14][CH2:13][NH:12][C:3](=[O:4])[N:2]([CH3:1])[C:6]3[CH:11]=[CH:10][CH:9]=[CH:8][CH:7]=3)[C:24]=2[C:23]([CH3:25])=[C:22]([CH3:26])[N:21]=1. Procedure: Using the methods of Examples 75-85, N-methyl-N-phenylcarbamoyl chloride was reacted with 1-(3-aminopropyl)-2,6,7-trimethyl-1H-imidazo[4,5-c]pyridin-4-amine to provide the desired compound. The observed accurate mass was 367.2263. Starting materials: CN(C(=O)Cl)C1=CC=CC=C1 (N-methyl-N-phenylcarbamoyl chloride), NCCCN1C(=NC=2C(=NC(=C(C21)C)C)N)C (1-(3-aminopropyl)-2,6,7-trimethyl-1H-imidazo[4,5-c]pyridin-4-amine). The solvent is O (water). Yields the product BrC(C(C1=CC=C(C=C1)O)C1=CC=C(C=C1)O)(Br)Br (1,1,1-tribromo-2,2-bis(4-hydroxyphenyl)ethane). As a reaction SMILES: S(=O)(=O)(O)O.[C:6]1([OH:12])[CH:11]=[CH:10][CH:9]=[CH:8][CH:7]=1.[Br:13][C:14]([Br:18])([Br:17])[CH:15]=O>O>[Br:13][C:14]([Br:18])([Br:17])[CH:15]([C:9]1[CH:10]=[CH:11][C:6]([OH:12])=[CH:7][CH:8]=1)[C:9]1[CH:10]=[CH:11][C:6]([OH:12])=[CH:7][CH:8]=1. Procedure: A 4-necked 3-L flask, is equipped with a mechanical stirrer, a nitrogen inlet, and thermometer, is charged with 83% sulfuric acid (640 g) and phenol (354 g). To the resulting milky mixture, tribromoacetaldehyde (380 g) in an additional funnel is added dropwise. The reaction temperature is maintained below 30° C. After the addition, the mixture is allowed to stir at the room temperature for 18 hours, before water (640 g) is added. The resulting mixture is filtered and washed with more water to af... The reactants are S(O)(O)(=O)=O (sulfuric acid), C1(=CC=CC=C1)O (phenol), BrC(C=O)(Br)Br (tribromoacetaldehyde).